Dataset: the Open Reaction Database (ORD), a public repository of structured organic reaction records. Task: describe an organic reaction: reactants, conditions, products, and yield Starting materials: O=C([O-])[O-], CCC(=O)C1(c2ccsc2-c2ccccc2)CCN(C)CC1, CCO, ClC(Cl)Cl, [K+], [K+], N#CBr. Product: CCC(=O)C1(c2ccsc2-c2ccccc2)CCN(C#N)CC1. Reaction SMILES: [C:23](=[O:24])([O-:25])[O-:26].[CH2:1]([CH3:2])[C:3](=[O:4])[C:5]1([c:12]2[c:13](-[c:17]3[cH:18][cH:19][cH:20][cH:21][cH:22]3)[s:14][cH:15][cH:16]2)[CH2:6][CH2:7][N:8]([CH3:11])[CH2:9][CH2:10]1.[CH2:32]([OH:33])[CH3:34].[CH:35]([Cl:36])([Cl:37])[Cl:38].[K+:27].[K+:28].[N:29]#[C:30][Br:31]>>[CH2:1]([CH3:2])[C:3](=[O:4])[C:5]1([c:12]2[c:13](-[c:17]3[cH:18][cH:19][cH:20][cH:21][cH:22]3)[s:14][cH:15][cH:16]2)[CH2:6][CH2:7][N:8]([C:11]#[N:29])[CH2:9][CH2:10]1. Reactants: ClC1=C(C=NC2=CC=CC=C12)[N+](=O)[O-] (4-chloro-3-nitroquinoline), OC(CN)C (2-hydroxypropylamine). Product: OC(CNC1=C(C=NC2=CC=CC=C12)[N+](=O)[O-])C (4-(2-hydroxypropylamino)-3-nitroquinoline). RXN SMILES: Cl[C:2]1[C:11]2[C:6](=[CH:7][CH:8]=[CH:9][CH:10]=2)[N:5]=[CH:4][C:3]=1[N+:12]([O-:14])=[O:13].[OH:15][CH:16]([CH3:19])[CH2:17][NH2:18]>>[OH:15][CH:16]([CH3:19])[CH2:17][NH:18][C:2]1[C:11]2[C:6](=[CH:7][CH:8]=[CH:9][CH:10]=2)[N:5]=[CH:4][C:3]=1[N+:12]([O-:14])=[O:13]. Procedure: Using the method of Example 1, 4-chloro-3-nitroquinoline was reacted with 2-hydroxypropylamine to provide 4-(2-hydroxypropylamino)-3-nitroquinoline. Starting materials: BrC1=CC=2NC(NC(C2S1)=O)(C)C (6-bromo-2,2-dimethyl-2,3-dihydrothieno[3,2-d]pyrimidin-4(1H)-one), FC1=NC=CC(=C1)B1OC(C(O1)(C)C)(C)C (2-fluoro-4-(4,4,5,5-tetramethyl-1,3,2-dioxaborolan-2-yl)pyridine), C([O-])([O-])=O.[Na+].[Na+] (sodium carbonate), 1,1′-bis(diphenylphosphino)ferrocenepalladium (II) dichloride dichloromethane. The solvent is O1CCOCC1 (1,4-dioxane). Reaction conditions: temperature 70 celsius. Product: FC1=NC=CC(=C1)C1=CC=2NC(NC(C2S1)=O)(C)C (6-(2-fluoropyridin-4-yl)-2,2-dimethyl-2,3-dihydrothieno[3,2-d]pyrimidin-4(1H)-one). Yield: 68.5%. RXN SMILES: Br[C:2]1[S:10][C:9]2[C:8](=[O:11])[NH:7][C:6]([CH3:13])([CH3:12])[NH:5][C:4]=2[CH:3]=1.[F:14][C:15]1[CH:20]=[C:19](B2OC(C)(C)C(C)(C)O2)[CH:18]=[CH:17][N:16]=1.C(=O)([O-])[O-].[Na+].[Na+]>O1CCOCC1>[F:14][C:15]1[CH:20]=[C:19]([C:2]2[S:10][C:9]3[C:8](=[O:11])[NH:7][C:6]([CH3:13])([CH3:12])[NH:5][C:4]=3[CH:3]=2)[CH:18]=[CH:17][N:16]=1 |f:2.3.4|. Procedure details: A mixture of 6-bromo-2,2-dimethyl-2,3-dihydrothieno[3,2-d]pyrimidin-4(1H)-one (0.052 g, 0.20 mmol), 2-fluoro-4-(4,4,5,5-tetramethyl-1,3,2-dioxaborolan-2-yl)pyridine (0.085 g, 0.60 mmol), 2 M sodium carbonate (0.30 mL, 0.60 mmol) and 1,1′-bis(diphenylphosphino)ferrocenepalladium (II) dichloride dichloromethane adduct (0.033 g, 0.040 mmol) in 1,4-dioxane (2 mL) was degassed with nitrogen and heated at 70° C. for 15 h. Then, the reaction was cooled to room temperature, and concentrated with silica ... Starting materials: CS(=O)(=O)c1ccc(Oc2ncnc3c2cnn3C2CCNCC2)cc1, O=C(Cl)C1CCCC1, O=C(O)C(F)(F)F, O. Product: CS(=O)(=O)c1ccc(Oc2ncnc3c2cnn3C2CCN(C(=O)C3CCCC3)CC2)cc1. RXN SMILES: [CH3:8][S:9](=[O:10])(=[O:11])[c:12]1[cH:13][cH:14][c:15]([O:16][c:17]2[c:18]3[c:19]([n:20][cH:21][n:22]2)[n:23]([CH:26]2[CH2:27][CH2:28][NH:29][CH2:30][CH2:31]2)[n:24][cH:25]3)[cH:32][cH:33]1.[CH:34]1([C:39](=[O:40])[Cl:41])[CH2:35][CH2:36][CH2:37][CH2:38]1.[F:1][C:2]([F:3])([F:4])[C:5]([OH:6])=[O:7].[OH2:42]>>[CH3:8][S:9](=[O:10])(=[O:11])[c:12]1[cH:13][cH:14][c:15]([O:16][c:17]2[c:18]3[c:19]([n:20][cH:21][n:22]2)[n:23]([CH:26]2[CH2:27][CH2:28][N:29]([C:39]([CH:34]4[CH2:35][CH2:36][CH2:37][CH2:38]4)=[O:40])[CH2:30][CH2:31]2)[n:24][cH:25]3)[cH:32][cH:33]1. Conditions: time 4 hour. Starting materials: BrC=1C=CC(=C(C1)C(CC)O)F (1-(5-Bromo-2-fluorophenyl)-1-propanol), [O-2].[Al+3].[O-2].[O-2].[Al+3] (aluminium oxide), [Cr](=O)(=O)([O-])Cl.[NH+]1=CC=CC=C1 (pyridinium chlorochromate). Reaction SMILES: [Br:1][C:2]1[CH:3]=[CH:4][C:5]([F:12])=[C:6]([CH:8]([OH:11])[CH2:9][CH3:10])[CH:7]=1.[O-2].[Al+3].[O-2].[O-2].[Al+3].[Cr](Cl)([O-])(=O)=O.[NH+]1C=CC=CC=1>ClCCl>[Br:1][C:2]1[CH:3]=[CH:4][C:5]([F:12])=[C:6]([C:8](=[O:11])[CH2:9][CH3:10])[CH:7]=1 |f:1.2.3.4.5,6.7|. Solvent: ClCCl (dichloromethane). Reported procedure: A mixture of 10 g (42.9 mmol) 1-(5-bromo-2-fluorophenyl)-1-propanol (Example 5A), 8.75 g (85.8 mmol) neutral aluminium oxide and 18.5 g (85.8 mmol) pyridinium chlorochromate in dichloromethane (100 ml) was stirred at room temperature for 4 h. The mixture was then filtered through silica gel (200 g, 0.06-0.2 mm) which was thoroughly washed with dichloromethane (1000 ml). The combined filtrates were washed with brine, dried over sodium sulfate and concentrated under reduced pressure. The crude tit... The product is BrC=1C=CC(=C(C1)C(CC)=O)F (1-(5-Bromo-2-fluorophenyl)-1-propanone). The reactants are C1=CC2=C3C(=CC=C4C5=CC=CC6=CC=CC(C1=C34)=C56)C(=O)OC2=O (perylene-3,4-dicarboxylic anhydride), NC(CCCCCCCCC)CCCCCCCCC (10-aminononadecane), N1C=NC=C1 (imidazole), C(CCCCC)C(CCCCCC)N1C(=O)C=2C=CC=3C=4C=CC=C5C=CC=C(C6=CC=C(C2C63)C1=O)C54 (N-(1-Hexylheptyl)perylene-3,4-dicarboximide). The solvent is petroleum ether, C(Cl)(Cl)Cl (chloroform). Yields the product C(CCCCCCCC)C(CCCCCCCCC)N1C(=O)C=2C=CC=3C=4C=CC=C5C=CC=C(C6=CC=C(C2C63)C1=O)C54 (N-(1-Nonyldecyl)perylene-3,4-dicarboximide). RXN SMILES: [CH:1]1[C:18]2=[C:19]3[C:8]([C:9]4[C:20]5[C:13](=[CH:14][CH:15]=[CH:16][C:17]2=5)[CH:12]=[CH:11][CH:10]=4)=[CH:7][CH:6]=[C:5]2[C:21]([O:23][C:24](=O)[C:3](=[C:4]23)[CH:2]=1)=[O:22].[NH2:26][CH:27]([CH2:37][CH2:38][CH2:39][CH2:40][CH2:41][CH2:42][CH2:43][CH2:44][CH3:45])[CH2:28][CH2:29][CH2:30][CH2:31][CH2:32][CH2:33][CH2:34][CH2:35][CH3:36].N1C=CN=C1.C(C(N1C(=O)C2C3C4C(=CC=2)C2C5C(C=CC=2)=CC=CC=5C=4C=CC=3C1=O)CCCCCC)CCCCC>C(Cl)(Cl)Cl>[CH2:28]([CH:27]([N:26]1[C:24](=[O:23])[C:3]2[C:4]3[C:19]4[C:18](=[CH:1][CH:2]=2)[C:17]2[C:20]5[C:13]([CH:14]=[CH:15][CH:16]=2)=[CH:12][CH:11]=[CH:10][C:9]=5[C:8]=4[CH:7]=[CH:6][C:5]=3[C:21]1=[O:22])[CH2:37][CH2:38][CH2:39][CH2:40][CH2:41][CH2:42][CH2:43][CH2:44][CH3:45])[CH2:29][CH2:30][CH2:31][CH2:32][CH2:33][CH2:34][CH2:35][CH3:36]. Reported procedure: 230 mg (0.70 mmol) of perylene-3,4-dicarboxylic anhydride are reacted with 400 mg (1.40 mmol) of 10-aminononadecane (prepared according to DE-A 4,007,618) and 1.0 g of imidazole under an argon inert atmosphere as in 2c, followed by workup. After chromatography on silica gel using chloroform, the reaction product is applied to silica gel using petroleum ether, and the purely aliphatic by-products are washed off with about 11 of petroleum ether. The reaction product is then eluted with toluene, an... Reactants: ClC1=C(C(=O)N)C=CC(=C1)Cl (2,4-dichlorobenzamide), N (ammonia), cuprous chloride. Yields the product NC1=C(C(=O)N)C=CC(=C1)Cl (2-amino-4-chlorobenzamide). As a reaction SMILES: Cl[C:2]1[CH:10]=[C:9]([Cl:11])[CH:8]=[CH:7][C:3]=1[C:4]([NH2:6])=[O:5].[NH3:12]>>[NH2:12][C:2]1[CH:10]=[C:9]([Cl:11])[CH:8]=[CH:7][C:3]=1[C:4]([NH2:6])=[O:5]. Procedure details: 190 g of 2,4-dichlorobenzamide was dissolved in 1.5 liters of aqueous ammonia, and to the resulting solution was added 100 g of cuprous chloride. The mixture was reacted at 80° C. for 15 hours in an autoclave, and then neutralized. The crystals deposited were collected by filtration. Yield: 122 g (71.5%) The reactants are O=C(CBr)c1ccc(F)cc1O, CCOC(C)=O, CC#N, O=C(OC1CN2CCC1CC2)C(Nc1ccccc1)c1ccccc1. Yields the product [Br-], O=C(C[N+]12CCC(CC1)C(OC(=O)C(Nc1ccccc1)c1ccccc1)C2)c1ccc(F)cc1O. Reaction SMILES: [Br:26][CH2:27][C:28](=[O:29])[c:30]1[c:31]([OH:37])[cH:32][c:33]([F:36])[cH:34][cH:35]1.[CH3:38][CH2:39][O:40][C:41]([CH3:42])=[O:43].[CH3:44][C:45]#[N:46].[c:1]1([CH:7]([C:8](=[O:9])[O:10][CH:11]2[CH2:12][N:13]3[CH2:14][CH2:15][CH:16]2[CH2:17][CH2:18]3)[NH:19][c:20]2[cH:21][cH:22][cH:23][cH:24][cH:25]2)[cH:2][cH:3][cH:4][cH:5][cH:6]1>>[Br-:26].[c:1]1([CH:7]([C:8](=[O:9])[O:10][CH:11]2[CH2:12][N+:13]3([CH2:27][C:28](=[O:29])[c:30]4[c:31]([OH:37])[cH:32][c:33]([F:36])[cH:34][cH:35]4)[CH2:14][CH2:15][CH:16]2[CH2:17][CH2:18]3)[NH:19][c:20]2[cH:21][cH:22][cH:23][cH:24][cH:25]2)[cH:2][cH:3][cH:4][cH:5][cH:6]1. Reactants: COCC(NC(=O)OCc1ccccc1)C(=O)O, CN1CCOCC1, CC(C)COC(=O)Cl, NCc1ccccc1. Product: COCC(NC(=O)OCc1ccccc1)C(=O)NCc1ccccc1. Reaction SMILES: [C:1](=[O:2])([O:3][CH2:4][c:5]1[cH:6][cH:7][cH:8][cH:9][cH:10]1)[NH:11][CH:12]([C:13](=[O:14])[OH:15])[CH2:16][O:17][CH3:18].[CH3:19][N:20]1[CH2:21][CH2:22][O:23][CH2:24][CH2:25]1.[Cl:26][C:27]([O:28][CH2:29][CH:30]([CH3:31])[CH3:32])=[O:33].[NH2:34][CH2:35][c:36]1[cH:37][cH:38][cH:39][cH:40][cH:41]1>>[C:1](=[O:2])([O:3][CH2:4][c:5]1[cH:6][cH:7][cH:8][cH:9][cH:10]1)[NH:11][CH:12]([C:13](=[O:15])[NH:34][CH2:35][c:36]1[cH:37][cH:38][cH:39][cH:40][cH:41]1)[CH2:16][O:17][CH3:18]. Reactants: Fc1cc(Br)ccc1Oc1ccccc1, CC(=O)[O-], CC(=O)[O-], CCN1CCOCC1, Cc1ccccc1P(c1ccccc1C)c1ccccc1C, C=CCC(C(=O)NC(C(=O)NC(C)c1ccccc1)C(C)(C)C)C1OC(C)(C)OC1=O, CC#N, [Pd+2]. Yields the product CC(NC(=O)C(NC(=O)C(CC=Cc1ccc(Oc2ccccc2)c(F)c1)C1OC(C)(C)OC1=O)C(C)(C)C)c1ccccc1. As a reaction SMILES: [Br:54][c:55]1[cH:56][c:57]([F:68])[c:58]([O:61][c:62]2[cH:63][cH:64][cH:65][cH:66][cH:67]2)[cH:59][cH:60]1.[C:80]([O-:81])(=[O:82])[CH3:83].[C:85]([O-:86])(=[O:87])[CH3:88].[CH2:69]([N:70]1[CH2:71][CH2:72][O:73][CH2:74][CH2:75]1)[CH3:76].[CH3:1][c:2]1[cH:3][cH:4][cH:5][cH:6][c:7]1[P:8]([c:9]1[cH:10][cH:11][cH:12][cH:13][c:14]1[CH3:15])[c:16]1[cH:17][cH:18][cH:19][cH:20][c:21]1[CH3:22].[CH3:23][C:24]1([CH3:53])[O:25][C:26](=[O:52])[CH:27]([CH:29]([C:30](=[O:31])[NH:32][CH:33]([C:34]([CH3:35])([CH3:36])[CH3:37])[C:38](=[O:39])[NH:40][CH:41]([CH3:42])[c:43]2[cH:44][cH:45][cH:46][cH:47][cH:48]2)[CH2:49][CH:50]=[CH2:51])[O:28]1.[CH3:77][C:78]#[N:79].[Pd+2:84]>>[CH3:23][C:24]1([CH3:53])[O:25][C:26](=[O:52])[CH:27]([CH:29]([C:30](=[O:31])[NH:32][CH:33]([C:34]([CH3:35])([CH3:36])[CH3:37])[C:38](=[O:39])[NH:40][CH:41]([CH3:42])[c:43]2[cH:44][cH:45][cH:46][cH:47][cH:48]2)[CH2:49][CH:50]=[CH:51][c:55]2[cH:56][c:57]([F:68])[c:58]([O:61][c:62]3[cH:63][cH:64][cH:65][cH:66][cH:67]3)[cH:59][cH:60]2)[O:28]1.